Dataset: the Open Reaction Database (ORD), a public repository of structured organic reaction records. Task: describe an organic reaction: reactants, conditions, products, and yield The reactants are SC1=NC=C(C=C1)[N+](=O)[O-] (2-mercapto-5-nitro-pyridine), COS(=O)(=O)OC (dimethylsulfate), [OH-].[Na+] (sodium hydroxide), [OH-].[Na+] (sodium hydroxide). The solvent is O (water). The product is CSC1=NC=C(C=C1)[N+](=O)[O-] (2-Methylthio-5-nitro-pyridine). As a reaction SMILES: [SH:1][C:2]1[CH:7]=[CH:6][C:5]([N+:8]([O-:10])=[O:9])=[CH:4][N:3]=1.[OH-].[Na+].[CH3:13]OS(OC)(=O)=O>O>[CH3:13][S:1][C:2]1[CH:7]=[CH:6][C:5]([N+:8]([O-:10])=[O:9])=[CH:4][N:3]=1 |f:1.2|. Reported procedure: 4.68 gm (0.03 mol) of 2-mercapto-5-nitro-pyridine were dissolved, while gently heating, in a sodium hydroxide solution prepared by dissolving 1.32 gm (0.033 mol) of sodium hydroxide in 60 ml of water. 4.17 gm (0.033 mol) of dimethylsulfate were added to this solution, and the mixture was shaken well. The resulting precipitate was filtered off with suction, and the still moist product was recrystallized from ethanol. 2-Methylthio-5-nitro-pyridine was obtained. Product: COCc1cncn1C1CSCc2ccccc21. Reaction SMILES: [Al+3:2].[CH2:26]1[c:27]2[c:28]([cH:29][cH:30][cH:31][cH:32]2)[CH:33]([n:34]2[c:35]([CH2:36][OH:37])[cH:38][n:39][cH:40]2)[CH2:41][S:42]1.[CH2:51]1[O:52][CH2:53][CH2:54][CH2:55]1.[CH3:43][C:44]([CH3:45])([O-:46])[CH3:47].[CH3:7][O:8][C:9](=[O:10])[c:11]1[n:12]([CH:16]2[CH2:17][S:18][CH2:19][c:20]3[cH:21][cH:22][cH:23][cH:24][c:25]32)[cH:13][n:14][cH:15]1.[H-:1].[H-:4].[H-:5].[H-:6].[I:49][CH3:50].[K+:48].[Li+:3]>>[CH3:7][O:8][CH2:9][c:11]1[n:12]([CH:16]2[CH2:17][S:18][CH2:19][c:20]3[cH:21][cH:22][cH:23][cH:24][c:25]32)[cH:13][n:14][cH:15]1. The reactants are [Al+3], OCc1cncn1C1CSCc2ccccc21, C1CCOC1, CC(C)(C)[O-], COC(=O)c1cncn1C1CSCc2ccccc21, [H-], [H-], [H-], [H-], CI, [K+], [Li+]. The reactants are C(C)(C)(C)OC(NC1=NC=CC(=C1)CCC1=C(C=CC=C1)OC)=O ({4-[2-(2-methoxy-phenyl)-ethyl]-pyridin-2-yl}-carbamic acid tert-butyl ester), FC(C(=O)O)(F)F (trifluoroacetic acid). The solvent is C(Cl)Cl (CH2Cl2). Reaction conditions: time 18 hour. Yields the product COC1=C(C=CC=C1)CCC1=CC(=NC=C1)N (4-[2-(2-methoxy-phenyl)-ethyl]-pyridin-2-ylamine). As a reaction SMILES: C(OC(=O)[NH:7][C:8]1[CH:13]=[C:12]([CH2:14][CH2:15][C:16]2[CH:21]=[CH:20][CH:19]=[CH:18][C:17]=2[O:22][CH3:23])[CH:11]=[CH:10][N:9]=1)(C)(C)C.FC(F)(F)C(O)=O>C(Cl)Cl>[CH3:23][O:22][C:17]1[CH:18]=[CH:19][CH:20]=[CH:21][C:16]=1[CH2:15][CH2:14][C:12]1[CH:11]=[CH:10][N:9]=[C:8]([NH2:7])[CH:13]=1. Reported procedure: A solution of {4-[2-(2-methoxy-phenyl)-ethyl]-pyridin-2-yl}-carbamic acid tert-butyl ester (143 mg, 0.435 mmol) in dry CH2Cl2 (3 mL) is treated with trifluoroacetic acid (1.0 mL, 13 mmol), and stirred at room temperature. After 18 hours, the reaction mixture is concentrated and the residue is dissolved in CH2Cl2 (10 mL), extracted with saturated aqueous NaHCO3 (10 mL) and brine (10 mL), dried over MgSO4, filtered and concentrated to give the crude product which is used in the next reaction witho... Reactants: [H-].[Na+] (Sodium hydride), NC1=NNC=C1C#N (3-Amino-1H-pyrazole-4-carbonitrile), ClCOCC[Si](C)(C)C ((2-(chloromethoxy)ethyl)trimethylsilane). Run in CN(C)C=O (DMF). Conditions: temperature 0 celsius. Product: C[Si](C)(C)CCOCC1=NNC(=C1C#N)N (trimethylsilylethoxymethyl-5-amino-4-cyanopyrazole). Isolated yield 17.0%. Reaction SMILES: [NH2:1][C:2]1[C:6]([C:7]#[N:8])=[CH:5][NH:4][N:3]=1.[H-].[Na+].Cl[CH2:12][O:13][CH2:14][CH2:15][Si:16]([CH3:19])([CH3:18])[CH3:17]>CN(C=O)C>[CH3:17][Si:16]([CH2:15][CH2:14][O:13][CH2:12][C:5]1[C:6]([C:7]#[N:8])=[C:2]([NH2:1])[NH:3][N:4]=1)([CH3:19])[CH3:18] |f:1.2|. Reported procedure: 3-Amino-1H-pyrazole-4-carbonitrile (10 g, 92.5 mmol) was dissolved in 100 mL of DMF and the solution was stirred at 0° C. Sodium hydride (60% in mineral oil, 7.4 g, 185 mmol) was added in small portions. The mixture was stirred for 30 minutes and (2-(chloromethoxy)ethyl)trimethylsilane (90% purity, 17.1 g, 92.5 mmol) was added. The mixture was stirred at room temperature for 1 hr and then extracted with chloroform and aqueous ammonium chloride solution. The organic layer was washed with brine an... Starting materials: CC(C)N(CCO)C(C)C, COc1ccccc1C(O)c1ccc(NC(=O)C2(c3ccc4c(c3)OCO4)CC2)nc1. Yields the product COc1ccccc1C(OCCN(C(C)C)C(C)C)c1ccc(NC(=O)C2(c3ccc4c(c3)OCO4)CC2)nc1. RXN SMILES: [CH:32]([CH3:33])([CH3:34])[N:35]([CH2:36][CH2:37][OH:38])[CH:39]([CH3:40])[CH3:41].[O:1]1[CH2:2][O:3][c:4]2[c:5]1[cH:6][cH:7][c:8]([C:10]1([C:13](=[O:14])[NH:15][c:16]3[n:17][cH:18][c:19]([CH:22]([c:23]4[c:24]([O:29][CH3:30])[cH:25][cH:26][cH:27][cH:28]4)[OH:31])[cH:20][cH:21]3)[CH2:11][CH2:12]1)[cH:9]2>>[O:1]1[CH2:2][O:3][c:4]2[c:5]1[cH:6][cH:7][c:8]([C:10]1([C:13](=[O:14])[NH:15][c:16]3[n:17][cH:18][c:19]([CH:22]([c:23]4[c:24]([O:29][CH3:30])[cH:25][cH:26][cH:27][cH:28]4)[O:31][CH2:37][CH2:36][N:35]([CH:32]([CH3:33])[CH3:34])[CH:39]([CH3:40])[CH3:41])[cH:20][cH:21]3)[CH2:11][CH2:12]1)[cH:9]2. Starting materials: CC#N, O=C(OCc1ccccc1)N1CCC(c2ccn3c(-c4ccncn4)c(-c4ccc(F)cc4)nc3c2)CC1, C[Si](C)(C)I, Sc1ccccc1. Product: Fc1ccc(-c2nc3cc(C4CCNCC4)ccn3c2-c2ccncn2)cc1. RXN SMILES: [CH3:51][C:52]#[N:53].[F:1][c:2]1[cH:3][cH:4][c:5](-[c:8]2[n:9][c:10]3[n:11]([cH:12][cH:13][c:14]([CH:16]4[CH2:17][CH2:18][N:19]([C:22]([O:23][CH2:24][c:25]5[cH:26][cH:27][cH:28][cH:29][cH:30]5)=[O:31])[CH2:20][CH2:21]4)[cH:15]3)[c:32]2-[c:33]2[n:34][cH:35][n:36][cH:37][cH:38]2)[cH:6][cH:7]1.[I:46][Si:47]([CH3:48])([CH3:49])[CH3:50].[SH:39][c:40]1[cH:41][cH:42][cH:43][cH:44][cH:45]1>>[F:1][c:2]1[cH:3][cH:4][c:5](-[c:8]2[n:9][c:10]3[n:11]([cH:12][cH:13][c:14]([CH:16]4[CH2:17][CH2:18][NH:19][CH2:20][CH2:21]4)[cH:15]3)[c:32]2-[c:33]2[n:34][cH:35][n:36][cH:37][cH:38]2)[cH:6][cH:7]1. Starting materials: ClCCCC1CCC2=C(C(=NO2)C2=C(C=CC=C2)F)C1=O (5-(3-chloropropyl)-3-(2-fluorophenyl)-6,7-dihydro-1,2-benzisoxazol-4(5H)-one), C([O-])([O-])=O.[K+].[K+] (potassium carbonate), C(C)(C)N(CC)C(C)C (diisopropylethyl amine), FC1=CC=C(C=C1)N1CCNCC1 (1-(4-fluorophenyl)piperazine), [I-].[K+] (potassium iodide). Run in CN(C)C=O (DMF). Run at temperature 80 celsius. The product is FC1=CC=C(C=C1)N1CCN(CC1)CCCC1CCC2=C(C(=NO2)C2=C(C=CC=C2)F)C1=O (6,7-dihydro-5-[3-(4-(4-fluorophenyl)-1-piperazinyl)-propyl]-3-(2-fluorophenyl)-1,2-benzisoxazol-4(5H)-one). The yield is 47.0%. RXN SMILES: Cl[CH2:2][CH2:3][CH2:4][CH:5]1[C:20](=[O:21])[C:9]2[C:10]([C:13]3[CH:18]=[CH:17][CH:16]=[CH:15][C:14]=3[F:19])=[N:11][O:12][C:8]=2[CH2:7][CH2:6]1.C(=O)([O-])[O-].[K+].[K+].C(N(C(C)C)CC)(C)C.[F:37][C:38]1[CH:43]=[CH:42][C:41]([N:44]2[CH2:49][CH2:48][NH:47][CH2:46][CH2:45]2)=[CH:40][CH:39]=1.[I-].[K+]>CN(C=O)C>[F:37][C:38]1[CH:39]=[CH:40][C:41]([N:44]2[CH2:49][CH2:48][N:47]([CH2:2][CH2:3][CH2:4][CH:5]3[C:20](=[O:21])[C:9]4[C:10]([C:13]5[CH:18]=[CH:17][CH:16]=[CH:15][C:14]=5[F:19])=[N:11][O:12][C:8]=4[CH2:7][CH2:6]3)[CH2:46][CH2:45]2)=[CH:42][CH:43]=1 |f:1.2.3,6.7|. Procedure details: To a solution consisting of 5-(3-chloropropyl)-3-(2-fluorophenyl)-6,7-dihydro-1,2-benzisoxazol-4(5H)-one (5.8 g) and DMF (100 ml) was added anhydrous potassium carbonate (1.3 g), diisopropylethyl amine (4.9 ml), 1-(4-fluorophenyl)piperazine (4.1 g) and potassium iodide (0.3 g) at room temperature with stirring. The flask was flushed with nitrogen and warmed to 80° C. for 13.5 hours. Upon cooling to room temperature, water and ethyl acetate were added to the reaction mixture. The layers were sepa... Starting materials: S1C(=CC=C1)C#CCCC=O (5-thienyl-4-pentyn-1-al), [Cl-].C(C(C)C)N(C(C)=O)[P+](C1=CC=CC=C1)(C1=CC=CC=C1)C1=CC=CC=C1 (N-isobutyl acetamidotriphenyl-phosphonium chloride). Product: C(C(C)C)NC(\C=C\CCC#CC=1SC=CC1)=O (N-isobutyl 7-thienyl-(2E)-hepten-6-ynamide), title product. Reaction SMILES: [S:1]1[CH:5]=[CH:4][CH:3]=[C:2]1[C:6]#[C:7][CH2:8][CH2:9][CH:10]=O.[Cl-].[CH2:13]([N:17]([P+](C1C=CC=CC=1)(C1C=CC=CC=1)C1C=CC=CC=1)[C:18](=[O:20])[CH3:19])[CH:14]([CH3:16])[CH3:15]>>[CH2:13]([NH:17][C:18](=[O:20])/[CH:19]=[CH:10]/[CH2:9][CH2:8][C:7]#[C:6][C:2]1[S:1][CH:5]=[CH:4][CH:3]=1)[CH:14]([CH3:16])[CH3:15] |f:1.2|. Procedure: N-isobutyl 7-thienyl-(2E)-hepten-6-ynamide was prepared from 5-thienyl-4-pentyn-1-al and N-isobutyl acetamidotriphenyl-phosphonium chloride as in Example 9 and then converted to the title product by semihydrogenation as in Example 9.